Dataset: the Open Reaction Database (ORD), a public repository of structured organic reaction records. Task: describe an organic reaction: reactants, conditions, products, and yield The reactants are CC1(C)OB(c2ccncc2)OC1(C)C, CCOC(C)=O, [Cl-], CC(C)(C)OC(=O)N1C2C=C(OS(=O)(=O)C(F)(F)F)CC1CC2, [K+], [K+], [K+], [Li+], C1COCCO1, O, O=P([O-])([O-])[O-]. Yields the product CC(C)(C)OC(=O)N1C2C=C(c3ccncc3)CC1CC2. RXN SMILES: [CH3:24][C:25]1([CH3:26])[C:27]([CH3:28])([CH3:29])[O:30][B:31]([c:32]2[cH:33][cH:34][n:35][cH:36][cH:37]2)[O:38]1.[CH3:49][CH2:50][O:51][C:52](=[O:53])[CH3:54].[Cl-:40].[F:1][C:2]([F:3])([F:4])[S:5]([O:6][C:7]1=[CH:8][CH:9]2[CH2:10][CH2:11][CH:12]([CH2:13]1)[N:14]2[C:15](=[O:16])[O:17][C:18]([CH3:19])([CH3:20])[CH3:21])(=[O:22])=[O:23].[K+:46].[K+:47].[K+:48].[Li+:39].[O:56]1[CH2:57][CH2:58][O:59][CH2:60][CH2:61]1.[OH2:55].[P:41]([O-:42])([O-:43])([O-:44])=[O:45]>>[C:7]1([c:32]2[cH:33][cH:34][n:35][cH:36][cH:37]2)=[CH:8][CH:9]2[CH2:10][CH2:11][CH:12]([CH2:13]1)[N:14]2[C:15](=[O:16])[O:17][C:18]([CH3:19])([CH3:20])[CH3:21]. Reactants: CC(C)(OC(=O)N1CCC(CC1)N1C(NC=2C(C1)=CSC2)=O)C (3,4-dihydro-3-[1-(1,1-dimethylethoxycarbonyl)-4-piperidinyl]-1H-thieno[3,4-d]pyrimidin-2-one), FC(C(=O)O)(F)F (trifluoroacetic acid). Reaction conditions: time 30 minute. Product: N1CCC(CC1)N1C(NC=2C(C1)=CSC2)=O.FC(C(=O)[O-])(F)F (3,4-dihydro-3-(4-piperidinyl)-1H-thieno[3,4-d]pyrimidin-2-one trifluoroacetate). RXN SMILES: CC(C)(OC([N:7]1[CH2:12][CH2:11][CH:10]([N:13]2[CH2:18][C:17]3=[CH:19][S:20][CH:21]=[C:16]3[NH:15][C:14]2=[O:22])[CH2:9][CH2:8]1)=O)C.[F:24][C:25]([F:30])([F:29])[C:26]([OH:28])=[O:27]>>[NH:7]1[CH2:8][CH2:9][CH:10]([N:13]2[CH2:18][C:17]3=[CH:19][S:20][CH:21]=[C:16]3[NH:15][C:14]2=[O:22])[CH2:11][CH2:12]1.[F:24][C:25]([F:30])([F:29])[C:26]([O-:28])=[O:27] |f:2.3|. Procedure details: A mixture of 10.0 g (0.0296 mol) of 3,4-dihydro-3-[1-(1,1-dimethylethoxycarbonyl)-4-piperidinyl]-1H-thieno[3,4-d]pyrimidin-2-one and 50 ml of trifluoroacetic acid was stirred at room temperature for 30 minutes. The residue remaining after removal of the excess trifluoroacetic acid was triturated with diethylether and suction filtered. 5.8 g (55.8% of theory) of colourless crystals were obtained, which were used without further purification. Reactants: FC(C1=CC=C2C(=CNC2=C1)CN(C)C)(F)F (6-Trifluoromethyl-N,N-dimethyl-1H-indole-3-methanamine), [C-]#N.[Na+] (NaCN), CN(C)C=O (DMF). Solvent: CCOC(=O)C (EtOAc). Product: FC(C1=CC=C2C(=CNC2=C1)CC#N)(F)F (6-Trifluoromethyl-1H-indole-3-acetonitrile). Isolated yield 60.0%. As a reaction SMILES: [F:1][C:2]([F:17])([F:16])[C:3]1[CH:11]=[C:10]2[C:6]([C:7]([CH2:12]N(C)C)=[CH:8][NH:9]2)=[CH:5][CH:4]=1.[C-]#N.[Na+].[CH3:21][N:22](C=O)C>CCOC(C)=O>[F:17][C:2]([F:1])([F:16])[C:3]1[CH:11]=[C:10]2[C:6]([C:7]([CH2:12][C:21]#[N:22])=[CH:8][NH:9]2)=[CH:5][CH:4]=1 |f:1.2|. Procedure details: 6-Trifluoromethyl-N,N-dimethyl-1H-indole-3-methanamine (1.2 g, 4.95 mmol) and NaCN (0.72 g, 14.86 mmol, 3.0 eq.) were combined with DMF (10 mL) and EtOAc (2 mL). The mixture was heated to reflux for 6 hours, then cooled to rt. The product was extracted with EtOAc and the organic layer was washed with water and dried (MgSO4). The solvent was removed in vacuo to give 0.66 g (60%) of the title compound after column chromatography (Hex:EtOAc 1:1). Starting materials: C12(C(=O)CC(CC1)C2(C)C)CS(=O)(=O)O ((±)-10-Camphorsulfonic acid), C(C1=CC=CC=C1)OC1=C(C=C(C(=O)O)C=C1C)C (4-(benzyloxy)-3,5-dimethylbenzoic acid), S(=O)(Cl)Cl (thionyl chloride), NC=1C(NC(=CC1)C1(CC1)C1=CC=CC=C1)=S (3-Amino-6-(1-phenylcyclopropyl)pyridine-2(1H)-thione). Solvent: C1(=CC=CC=C1)C (toluene). Run at temperature 70 celsius. Yields the product C(C1=CC=CC=C1)OC1=C(C=C(C=C1C)C=1SC2=NC(=CC=C2N1)C1(CC1)C1=CC=CC=C1)C (2-(4-(benzyloxy)-3,5-dimethylphenyl)-5-(1-phenylcyclopropyl)thiazolo[5,4-b]pyridine). Reaction SMILES: [CH2:1]([O:8][C:9]1[C:17]([CH3:18])=[CH:16][C:12]([C:13](O)=O)=[CH:11][C:10]=1[CH3:19])[C:2]1[CH:7]=[CH:6][CH:5]=[CH:4][CH:3]=1.S(Cl)(Cl)=O.[NH2:24][C:25]1[C:26](=[S:40])[NH:27][C:28]([C:31]2([C:34]3[CH:39]=[CH:38][CH:37]=[CH:36][CH:35]=3)[CH2:33][CH2:32]2)=[CH:29][CH:30]=1.C12(CS(O)(=O)=O)C(C)(C)C(CC1)CC2=O>C1(C)C=CC=CC=1>[CH2:1]([O:8][C:9]1[C:17]([CH3:18])=[CH:16][C:12]([C:13]2[S:40][C:26]3[C:25]([N:24]=2)=[CH:30][CH:29]=[C:28]([C:31]2([C:34]4[CH:35]=[CH:36][CH:37]=[CH:38][CH:39]=4)[CH2:32][CH2:33]2)[N:27]=3)=[CH:11][C:10]=1[CH3:19])[C:2]1[CH:7]=[CH:6][CH:5]=[CH:4][CH:3]=1. Reported procedure: A mixture of 4-(benzyloxy)-3,5-dimethylbenzoic acid (238.0 mg, 929 μmol) and thionyl chloride (2.5 mL, 34.25 mmol) was heated at 70° C. for 1 h and then concentrated in vacuo. 3-Amino-6-(1-phenylcyclopropyl)pyridine-2(1H)-thione (225 mg, 0.929 mmol) was added to the residue, and the resulting mixture was and heated in toluene (9.0 mL) at 100° C. for 10 min. (±)-10-Camphorsulfonic acid (194 mg, 836 μmol) was subsequently added, and the resulting mixture was heated at 100° C. for 30 min. The react... Starting materials: COC(=O)C1=NC=C(C=C1)O (5-hydroxy-2-pyridinecarboxylic acid methyl ester), ClC(C(=O)[O-])(F)F.[Na+] (sodium chlorodifluoroacetate), C([O-])([O-])=O.[Cs+].[Cs+] (cesium carbonate). Run in CN(C)C=O (DMF), O (water). Conditions: temperature 100 celsius. The product is FC(OC=1C=CC(=NC1)C(=O)OC)F (methyl 5-(difluoromethoxy)picolinate). The yield is 74.1%. Reaction SMILES: [CH3:1][O:2][C:3]([C:5]1[CH:10]=[CH:9][C:8]([OH:11])=[CH:7][N:6]=1)=[O:4].Cl[C:13]([F:18])([F:17])C([O-])=O.[Na+].C(=O)([O-])[O-].[Cs+].[Cs+]>CN(C=O)C.O>[F:17][CH:13]([F:18])[O:11][C:8]1[CH:9]=[CH:10][C:5]([C:3]([O:2][CH3:1])=[O:4])=[N:6][CH:7]=1 |f:1.2,3.4.5|. Procedure details: To a RBF were added 5-hydroxy-2-pyridinecarboxylic acid methyl ester (1.2 ml, 9.94 mmol), sodium chlorodifluoroacetate (3.3 g, 21.54 mmol), and cesium carbonate (9.7 g, 29.8 mmol) in DMF (20 ml). The reaction mixture was heated to 100° C. for 3 h. Then it was cooled to RT. The reaction mixture was diluted with water and extracted with EtOAc. The organic extract was washed with water, brine and dried over MgSO4. It was filtered and concentrated. The crude product was purified by flash chromatogra...